Dataset: the Open Reaction Database (ORD), a public repository of structured organic reaction records. Task: describe an organic reaction: reactants, conditions, products, and yield Reactants: Cn1ccnc1, CCOC(C)=O, Cc1cc(Cl)nc2cc3c(cc12)OC(C)(C)C=C3, [O-]Cl, [Mn], [Na+], [Na+], [Na+], O=S([O-])([O-])=S. Reaction SMILES: [CH3:19][n:20]1[cH:21][cH:22][n:23][cH:24]1.[CH3:35][CH2:36][O:37][C:38](=[O:39])[CH3:40].[Cl:1][c:2]1[n:3][c:4]2[cH:5][c:6]3[c:7]([cH:8][c:9]2[c:10]([CH3:12])[cH:11]1)[O:13][C:14]([CH3:17])([CH3:18])[CH:15]=[CH:16]3.[Cl:25][O-:26].[Mn:41].[Na+:27].[Na+:33].[Na+:34].[S:28]([O-:29])(=[O:30])([O-:31])=[S:32]>>[Cl:1][c:2]1[n:3][c:4]2[cH:5][c:6]3[c:7]([cH:8][c:9]2[c:10]([CH3:12])[cH:11]1)[O:13][C:14]([CH3:17])([CH3:18])[CH:15]1[CH:16]3[O:30]1. Yields the product Cc1cc(Cl)nc2cc3c(cc12)OC(C)(C)C1OC31. Run in O (water), O (water), O (water), O (water), O (water). The product is O=C1C=C(CC(C1)C(=O)O)C1=CC=CC=C1 (5-Oxo-3-phenyl-3-cyclohexenecarboxylic Acid). Procedure: An 800 L still is charged with 53.9 kg (306 mol) of 3-benzoylacrylic acid. The 800 n still is charged with 41 kg (315 mol) of ethyl acetoacetate. The still is charged with 150 L of water. The agitator is started on the still. The still is charged with 56 kg (1475 mol) of 50% sodium hydroxide, followed by 20 L of water. The resulting solution is agitated, and the temperature of the contents is maintained at 45°-50° C. for 16 to 18 hours after the addition of the sodium hydroxide. The solution in ... Starting materials: Cl (hydrochloric acid), C(C1=CC=CC=C1)(=O)C=CC(=O)O (3-benzoylacrylic acid), [OH-].[Na+] (sodium hydroxide), C(CC(=O)C)(=O)OCC (ethyl acetoacetate), [OH-].[Na+] (sodium hydroxide), Cl (hydrochloric acid). As a reaction SMILES: [C:1]([CH:9]=[CH:10][C:11]([OH:13])=[O:12])(=O)[C:2]1[CH:7]=[CH:6][CH:5]=[CH:4][CH:3]=1.C(OCC)(=O)[CH2:15][C:16]([CH3:18])=[O:17].[OH-].[Na+].Cl>O>[O:17]=[C:16]1[CH2:18][CH:10]([C:11]([OH:13])=[O:12])[CH2:9][C:1]([C:2]2[CH:7]=[CH:6][CH:5]=[CH:4][CH:3]=2)=[CH:15]1 |f:2.3|.